From a dataset of the Open Reaction Database (ORD), a public repository of structured organic reaction records. describe an organic reaction: reactants, conditions, products, and yield The reactants are Cl.N1C[C@@H](CC1)NC(=O)C1=CNC2=C1N=CN=C2C2=C(C=CC=1OCOC12)OCC1CC1 (4-(5-Cyclopropylmethoxy-benzo[1,3]dioxol-4-yl)-5H-pyrrolo[3,2-d]pyrimidine-7-carboxylic acid (R)-pyrrolidin-3-ylamide hydrochloride), C(C)(=O)Cl (acetyl chloride). Yields the product C(C)(=O)N1C[C@@H](CC1)NC(=O)C1=CNC2=C1N=CN=C2C2=C(C=CC=1OCOC12)OCC1CC1 (4-(5-Cyclopropylmethoxy-benzo[1,3]dioxol-4-yl)-5H-pyrrolo[3,2-d]pyrimidine-7-carboxylic acid ((R)-1-acetyl-pyrrolidin-3-yl)-amide). As a reaction SMILES: Cl.[NH:2]1[CH2:6][CH2:5][C@@H:4]([NH:7][C:8]([C:10]2[C:14]3[N:15]=[CH:16][N:17]=[C:18]([C:19]4[C:27]5[O:26][CH2:25][O:24][C:23]=5[CH:22]=[CH:21][C:20]=4[O:28][CH2:29][CH:30]4[CH2:32][CH2:31]4)[C:13]=3[NH:12][CH:11]=2)=[O:9])[CH2:3]1.[C:33](Cl)(=[O:35])[CH3:34]>>[C:33]([N:2]1[CH2:6][CH2:5][C@@H:4]([NH:7][C:8]([C:10]2[C:14]3[N:15]=[CH:16][N:17]=[C:18]([C:19]4[C:27]5[O:26][CH2:25][O:24][C:23]=5[CH:22]=[CH:21][C:20]=4[O:28][CH2:29][CH:30]4[CH2:32][CH2:31]4)[C:13]=3[NH:12][CH:11]=2)=[O:9])[CH2:3]1)(=[O:35])[CH3:34] |f:0.1|. Procedure: Starting from 4-(5-Cyclopropylmethoxy-benzo[1,3]dioxol-4-yl)-5H-pyrrolo[3,2-d]pyrimidine-7-carboxylic acid (R)-pyrrolidin-3-ylamide hydrochloride (example A142) and acetyl chloride the title compound is obtained as colorless solid. The reactants are C1CCNCC1, CC1(C)CCc2c(O)cccc2CC1=O, ClCC1CO1. The product is CC1(C)CCc2c(cccc2OCC(O)CCl)CC1=O. RXN SMILES: [CH2:1]1[CH2:2][CH2:3][NH:4][CH2:5][CH2:6]1.[CH3:7][C:8]1([CH3:21])[C:9](=[O:20])[CH2:10][c:11]2[c:12]([c:15]([OH:19])[cH:16][cH:17][cH:18]2)[CH2:13][CH2:14]1.[Cl:22][CH2:23][CH:24]1[CH2:25][O:26]1>>[CH3:7][C:8]1([CH3:21])[C:9](=[O:20])[CH2:10][c:11]2[c:12]([c:15]([O:19][CH2:25][CH:24]([CH2:23][Cl:22])[OH:26])[cH:16][cH:17][cH:18]2)[CH2:13][CH2:14]1. Starting materials: ClC1=C(C=C(CNC2=NC=NC3=CC=C(C=C23)Cl)C=C1)[N+](=O)[O-] (4-(4-chloro-3-nitrobenzyl)amino-6-chloroquinazoline), C(C)(=O)O (acetic acid). Reagents/catalysts: [Fe] (iron). Run in C(C)O (ethanol). The product is NC=1C=C(CNC2=NC=NC3=CC=C(C=C23)Cl)C=CC1Cl (4-(3-Amino-4-chlorobenzyl)amino-6-chloroquinazoline). The yield is 99.7%. As a reaction SMILES: [Cl:1][C:2]1[CH:20]=[CH:19][C:5]([CH2:6][NH:7][C:8]2[C:17]3[C:12](=[CH:13][CH:14]=[C:15]([Cl:18])[CH:16]=3)[N:11]=[CH:10][N:9]=2)=[CH:4][C:3]=1[N+:21]([O-])=O.C(O)(=O)C>[Fe].C(O)C>[NH2:21][C:3]1[CH:4]=[C:5]([CH:19]=[CH:20][C:2]=1[Cl:1])[CH2:6][NH:7][C:8]1[C:17]2[C:12](=[CH:13][CH:14]=[C:15]([Cl:18])[CH:16]=2)[N:11]=[CH:10][N:9]=1. Procedure: A mixture comprising 1.00 g (2.86 mmol) of 4-(4-chloro-3-nitrobenzyl)amino-6-chloroquinazoline, 0.85 g of powdered iron, 10 ml of acetic acid and 50 ml of ethanol was heated under reflux for several hours and distilled under a reduced pressure to remove the solvent. The residue was purified by silica gel column chromatography (ethyl acetate/n-hexane) to give 0.91 g of the title compound as a pale-yellow crystal. The reactants are O (water), crude mixture, C(CCC)N1CCC(CC1)=O (1-butyl4-piperidone), N1CCCC1 (pyrrolidine), 15. The solvent is C1(=CC=CC=C1)C (toluene), C1(=CC=CC=C1)C (toluene). Product: C(CCC)N1CCC(=CC1)N1CCCC1 (1-Butyl-4-(1-pyrolidinyl)-1,2,3,6-tetrahydropyridine). As a reaction SMILES: [CH2:1]([N:5]1[CH2:10][CH2:9][C:8](=O)[CH2:7][CH2:6]1)[CH2:2][CH2:3][CH3:4].[NH:12]1[CH2:16][CH2:15][CH2:14][CH2:13]1.O>C1(C)C=CC=CC=1>[CH2:1]([N:5]1[CH2:10][CH:9]=[C:8]([N:12]2[CH2:16][CH2:15][CH2:14][CH2:13]2)[CH2:7][CH2:6]1)[CH2:2][CH2:3][CH3:4]. Procedure: A mixture of 1-butyl4-piperidone (10.5 g, 67.6 mmol), pyrrolidine (6.73 g, 94.7 mmol), amberlyst-15 (200 mg) and toluene (100 ml) was stirred at reflux overnight, with a Dean and Stark water collector connected. The crude mixture was co-evaporated with toluene twice (100 ml). The product was isolated as an oil in quantitative yield.